Dataset: the Open Reaction Database (ORD), a public repository of structured organic reaction records. Task: describe an organic reaction: reactants, conditions, products, and yield The reactants are C(C)[Mg]Br (Ethylmagnesium bromide), BrC=1C=CC2=C(N(C(=N2)C(=O)N(C)OC)C)C1 (6-bromo-N-methoxy-N,1-dimethyl-1H-benzo[d]imidazole-2-carboxamide). The solvent is C1CCOC1 (THF). Conditions: temperature 0 celsius, time 2 hour. The product is BrC=1C=CC2=C(N(C(=N2)C(CC)=O)C)C1 (1-(6-Bromo-1-methyl-1H-benzimidazol-2-yl)propan-1-one). RXN SMILES: [CH2:1]([Mg]Br)[CH3:2].[Br:5][C:6]1[CH:7]=[CH:8][C:9]2[N:13]=[C:12]([C:14](N(OC)C)=[O:15])[N:11]([CH3:20])[C:10]=2[CH:21]=1>C1COCC1>[Br:5][C:6]1[CH:7]=[CH:8][C:9]2[N:13]=[C:12]([C:14](=[O:15])[CH2:1][CH3:2])[N:11]([CH3:20])[C:10]=2[CH:21]=1. Procedure: Ethylmagnesium bromide (1 M in THF, 11.0 ml) was added to a solution of 6-bromo-N-methoxy-N,1-dimethyl-1H-benzo[d]imidazole-2-carboxamide (1.09 g) in THF (15 ml) at 0° C. The mixture was stirred at 0° C. under N2 atmosphere for 2 h. The mixture was quenched with saturated NH4Cl solution, and extracted with EtOAc. The organic layer was separated, washed with brine, dried over MgSO4 and concentrated in vacuo. The residue was purified by column chromatography (hexane/EtOAc) to give the title compou... Starting materials: C=C1CC(=O)OC1=O, [NH4+], C1CCOC1, [OH-]. The product is C=C(CC(N)=O)C(=O)O. Reaction SMILES: [C:1]1(=[O:8])[C:2](=[CH2:3])[CH2:4][C:5](=[O:6])[O:7]1.[NH4+:9].[O:11]1[CH2:12][CH2:13][CH2:14][CH2:15]1.[OH-:10]>>[C:1]([C:2](=[CH2:3])[CH2:4][C:5](=[O:6])[NH2:9])([OH:7])=[O:8]. The reactants are C(#N)N=C(N)N (dicyandiamide), P(O)(O)(O)=O (phosphoric acid). Run in O (water). Yields the product P(=O)(O)(O)O.C(N)(=N)NC(=O)N (guanylurea phosphate). As a reaction SMILES: [C:1]([N:3]=[C:4]([NH2:6])[NH2:5])#[N:2].[P:7](=[O:11])([OH:10])([OH:9])[OH:8]>O>[P:7]([OH:11])([OH:10])([OH:9])=[O:8].[C:4]([NH:3][C:1]([NH2:2])=[O:8])(=[NH:6])[NH2:5] |f:3.4|. Procedure: In a preferred method, Oberley '010 reacts dicyandiamide with phosphoric acid for 35 to 45 minutes in water to form guanylurea phosphate (GUP), in a solution that contains 50-70 percent solids. The reaction is only allowed to proceed to about 80-95 percent completion, in order to prevent the formation of insoluble precipitates. Boric acid is then mixed with the GUP solution, and the mixture cooled to ambient temperature and diluted to from 3 to 18 percent solids. Reactants: BrC=1NC2=CC=CC=C2C1CC(=O)OCC (ethyl (2-bromoindol-3-yl)acetate), C([O-])([O-])=O.[Na+].[Na+] (sodium carbonate), C1(=CC=CC=C1)B(O)O (benzeneboronic acid). Reagents/catalysts: C=1C=CC(=CC1)[P](C=2C=CC=CC2)(C=3C=CC=CC3)[Pd]([P](C=4C=CC=CC4)(C=5C=CC=CC5)C=6C=CC=CC6)([P](C=7C=CC=CC7)(C=8C=CC=CC8)C=9C=CC=CC9)[P](C=1C=CC=CC1)(C=1C=CC=CC1)C=1C=CC=CC1 (Pd(PPh3)4). Run in O1CCOCC1 (dioxane). Run at time 15 minute. Yields the product C1(=CC=CC=C1)C=1NC2=CC=CC=C2C1CC(=O)OCC (Ethyl (2-Phenylindol-3-yl)acetate). Isolated yield 80.7%. As a reaction SMILES: Br[C:2]1[NH:3][C:4]2[C:9]([C:10]=1[CH2:11][C:12]([O:14][CH2:15][CH3:16])=[O:13])=[CH:8][CH:7]=[CH:6][CH:5]=2.C(=O)([O-])[O-].[Na+].[Na+].[C:23]1(B(O)O)[CH:28]=[CH:27][CH:26]=[CH:25][CH:24]=1>O1CCOCC1.C1C=CC([P]([Pd]([P](C2C=CC=CC=2)(C2C=CC=CC=2)C2C=CC=CC=2)([P](C2C=CC=CC=2)(C2C=CC=CC=2)C2C=CC=CC=2)[P](C2C=CC=CC=2)(C2C=CC=CC=2)C2C=CC=CC=2)(C2C=CC=CC=2)C2C=CC=CC=2)=CC=1>[C:23]1([C:2]2[NH:3][C:4]3[C:9]([C:10]=2[CH2:11][C:12]([O:14][CH2:15][CH3:16])=[O:13])=[CH:8][CH:7]=[CH:6][CH:5]=3)[CH:28]=[CH:27][CH:26]=[CH:25][CH:24]=1 |f:1.2.3,^1:41,43,62,81|. Procedure details: To a solution of 2.0 g (7.1 mmol) of ethyl (2-bromoindol-3-yl)acetate in 40 ml of dioxane was added under argon 1.2 g (0.11 mmol) of Pd(PPh3)4 and 13.3 ml of 2.0 M sodium carbonate. After stirring at room temperature for ca. 15 min, 1.3 g (11 mmol) of benzeneboronic acid was added, and the mixture was heated at 80° C. under argon overnight. The mixture was cooled to room temperature and solids were removed by filtration. The filtrate was concentrated and chromatographed on silica gel with toluen... Starting materials: CC(C)(C)O, CCCCN(CCCC)CCCC, C[n+]1ccccc1Cl, O=C(O)c1cc(Cl)nnc1Cl, ClCCl, [I-]. Product: CC(C)(C)OC(=O)c1cc(Cl)nnc1Cl. RXN SMILES: [CH3:12][C:13]([CH3:14])([CH3:15])[OH:16].[CH3:26][CH2:27][CH2:28][CH2:29][N:30]([CH2:31][CH2:32][CH2:33][CH3:34])[CH2:35][CH2:36][CH2:37][CH3:38].[Cl:18][c:19]1[cH:20][cH:21][cH:22][cH:23][n+:24]1[CH3:25].[Cl:1][c:2]1[n:3][n:4][c:5]([Cl:11])[cH:6][c:7]1[C:8](=[O:9])[OH:10].[Cl:39][CH2:40][Cl:41].[I-:17]>>[Cl:1][c:2]1[n:3][n:4][c:5]([Cl:11])[cH:6][c:7]1[C:8](=[O:9])[O:10][C:13]([CH3:12])([CH3:14])[CH3:15]. The reactants are OCN1C=C(C(=C1)C(F)(F)F)C(=O)OCC (1-hydroxymethyl-4-trifluoromethyl-3-ethoxycarbonyl-1H-pyrole), S(=O)(Cl)Cl (thionyl chloride), ice water. Solvent: C(Cl)(Cl)Cl (chloroform). Conditions: temperature 0 celsius. Yields the product ClCN1C=C(C(=C1)C(F)(F)F)C(=O)OCC (1-chloromethyl-4-trifluoromethyl-3-ethoxycarbonyl-1H-pyrole). As a reaction SMILES: O[CH2:2][N:3]1[CH:7]=[C:6]([C:8]([F:11])([F:10])[F:9])[C:5]([C:12]([O:14][CH2:15][CH3:16])=[O:13])=[CH:4]1.S(Cl)([Cl:19])=O>C(Cl)(Cl)Cl>[Cl:19][CH2:2][N:3]1[CH:7]=[C:6]([C:8]([F:11])([F:10])[F:9])[C:5]([C:12]([O:14][CH2:15][CH3:16])=[O:13])=[CH:4]1. Procedure details: The obtained 1-hydroxymethyl-4-trifluoromethyl-3-ethoxycarbonyl-1H-pyrole was dissolved to 3 ml of chloroform, and 4 ml of thionyl chloride was added, followed by refluxing for 30 minutes. After the reaction mixture was cooled to 0° C., it was poured into ice-water. The mixture was extracted with ethyl acetate. The organic layer was washed with saturated aqueous solution of sodium hydrogen carbonate, dried over anhydrous magnesium sulfate, and filtered. The filtrate was concentrated under reduce... Reactants: ClCCC(=O)N1C2=C(NC(C3=C1C=CC=C3)=O)C=CC=C2 (5-(3-chloro-propionyl)-5,10-dihydro-11H-dibenzo[b,e][1,4]diazepin-11-one), N1CCCCC1 (piperidine). The solvent is C(C)(C)O (isopropanol). Product: Cl.N1(CCCCC1)CCC(=O)N1C2=C(NC(C3=C1C=CC=C3)=O)C=CC=C2 (5,10-Dihydro-5-[3-(piperidino)-propionyl]-11H-dibenzo[b,e][1,4]diazepin-11-one hydrochloride). Isolated yield 68.7%. RXN SMILES: [Cl:1][CH2:2][CH2:3][C:4]([N:6]1[C:12]2[CH:13]=[CH:14][CH:15]=[CH:16][C:11]=2[C:10](=[O:17])[NH:9][C:8]2[CH:18]=[CH:19][CH:20]=[CH:21][C:7]1=2)=[O:5].[NH:22]1[CH2:27][CH2:26][CH2:25][CH2:24][CH2:23]1>C(O)(C)C>[ClH:1].[N:22]1([CH2:2][CH2:3][C:4]([N:6]2[C:12]3[CH:13]=[CH:14][CH:15]=[CH:16][C:11]=3[C:10](=[O:17])[NH:9][C:8]3[CH:18]=[CH:19][CH:20]=[CH:21][C:7]2=3)=[O:5])[CH2:27][CH2:26][CH2:25][CH2:24][CH2:23]1 |f:3.4|. Reported procedure: 60.0 gm (0.2 mol) of 5-(3-chloro-propionyl)-5,10-dihydro-11H-dibenzo[b,e][1,4]diazepin-11-one and 42.5 gm (0.5 mol) of piperidine were refluxed in 600 ml of isopropanol and worked up as described in Example 1. 53 gm of the hydrochloride (recrystallized from n-propanol), m.p. 250°-252° C., were obtained